From a dataset of the Open Reaction Database (ORD), a public repository of structured organic reaction records. describe an organic reaction: reactants, conditions, products, and yield Starting materials: COC(\C=C\C=1C=C2C(CC3(CCN(CCC3)CC3=CC=CC=C3)OC2=CC1)=O)=O ((±)-(E)-3-[1′-Benzyl-4-oxo-spiro(chromane-2,4′-azepane)-6-yl]-acrylic acid methyl ester), hydrochloride salt, Cl (HCl). Run in CC(=O)O (AcOH). Yields the product C(C1=CC=CC=C1)N1CCC2(CCC1)OC1=CC=C(C=C1C(C2)=O)/C=C/C(=O)O ((±)-(E)-3-[1′-benzyl-4-oxo-spiro(chromane-2,4′-azepane)-6-yl]-acrylic acid). Isolated yield 106.1%. As a reaction SMILES: C[O:2][C:3](=[O:30])/[CH:4]=[CH:5]/[C:6]1[CH:7]=[C:8]2[C:26](=[CH:27][CH:28]=1)[O:25][C:11]1([CH2:17][CH2:16][CH2:15][N:14]([CH2:18][C:19]3[CH:24]=[CH:23][CH:22]=[CH:21][CH:20]=3)[CH2:13][CH2:12]1)[CH2:10][C:9]2=[O:29].Cl>CC(O)=O>[CH2:18]([N:14]1[CH2:15][CH2:16][CH2:17][C:11]2([CH2:10][C:9](=[O:29])[C:8]3[C:26](=[CH:27][CH:28]=[C:6](/[CH:5]=[CH:4]/[C:3]([OH:30])=[O:2])[CH:7]=3)[O:25]2)[CH2:12][CH2:13]1)[C:19]1[CH:24]=[CH:23][CH:22]=[CH:21][CH:20]=1. Procedure details: (±)-(E)-3-[1′-Benzyl-4-oxo-spiro(chromane-2,4′-azepane)-6-yl]-acrylic acid methyl ester (480 mg, 1.18 mmol) was hydrolyzed with aqueous 20% HCl solution and AcOH following the procedure described in Example 22, Step A, giving (±)-(E)-3-[1′-benzyl-4-oxo-spiro(chromane-2,4′-azepane)-6-yl]-acrylic acid (490 mg) as a white solid (hydrochloride salt). Reactants: NC1=CC=C2C(=CN3C(C2=C1)=NC=C(C3=O)C(=O)OCC)C (ethyl 10-amino-7-methyl-4-oxo-4H-pyrimido[2,1-a]isoquinoline-3-carboxylate). The solvent is O (water), C(C)(=O)O (acetic acid), Cl (hydrochloric acid), C(C)(=O)O (acetic acid), Cl (hydrochloric acid). The product is NC1=CC=C2C(=CN3C(C2=C1)=NC=C(C3=O)C(=O)O)C (10-amino-7-methyl-4-oxo-4H-pyrimido[2,1-a]isoquinoline-3-carboxylic acid). Yield: 74.5%. Reaction SMILES: [NH2:1][C:2]1[CH:11]=[C:10]2[C:5]([C:6]([CH3:22])=[CH:7][N:8]3[C:15](=[O:16])[C:14]([C:17]([O:19]CC)=[O:18])=[CH:13][N:12]=[C:9]32)=[CH:4][CH:3]=1>C(O)(=O)C.Cl.O>[NH2:1][C:2]1[CH:11]=[C:10]2[C:5]([C:6]([CH3:22])=[CH:7][N:8]3[C:15](=[O:16])[C:14]([C:17]([OH:19])=[O:18])=[CH:13][N:12]=[C:9]32)=[CH:4][CH:3]=1. Reported procedure: A suspension of ethyl 10-amino-7-methyl-4-oxo-4H-pyrimido[2,1-a]isoquinoline-3-carboxylate (400 mg) in a mixture of acetic acid (6 ml) and 36% hydrochloric acid (3 ml) was refluxed for 55 minutes. The mixture was cooled and diluted with water. The precipitated solid obtained was collected and dissolved into 6 ml of 1N aqueous sodium hydroxide. The resulting solution was filtered for removal of insoluble materials. The filtrate obtained was cooled and adjusted to pH 6 with 1N hydrochloric acid an... The reactants are [N+](=O)([O-])C1=CC=2C3CN(CC(C2C=C1[N+](=O)[O-])C3)C(C(F)(F)F)=O (1-(4,5-Dinitro-10-aza-tricyclo[6.3.1.02,7]dodeca-2(7),3,5-trien-10-yl)-2,2,2-trifluoro-ethanone), CO.C(Cl)Cl (methanol CH2Cl2), C(=O)([O-])[O-].[Na+].[Na+] (Na2CO3), O (H2O). Run in CO (methanol). Product: [N+](=O)([O-])C1=CC=2C3CNCC(C2C=C1[N+](=O)[O-])C3 (4,5-Dinitro-10-aza-tricyclo[6.3.1.02,7]dodeca-2(7),3,5-triene). RXN SMILES: [N+:1]([C:4]1[C:14]([N+:15]([O-:17])=[O:16])=[CH:13][C:12]2[CH:11]3[CH2:18][CH:7]([CH2:8][N:9](C(=O)C(F)(F)F)[CH2:10]3)[C:6]=2[CH:5]=1)([O-:3])=[O:2].C([O-])([O-])=O.[Na+].[Na+].O.CO.C(Cl)Cl>CO>[N+:15]([C:14]1[C:4]([N+:1]([O-:3])=[O:2])=[CH:5][C:6]2[CH:7]3[CH2:18][CH:11]([CH2:10][NH:9][CH2:8]3)[C:12]=2[CH:13]=1)([O-:17])=[O:16] |f:1.2.3,5.6|. Procedure details: 1-(4,5-Dinitro-10-aza-tricyclo[6.3.1.02,7]dodeca-2(7),3,5-trien-10-yl)-2,2,2-trifluoro-ethanone (3.7 g, 10.7 mmol) and Na2CO3 (2.3 g, 21.4 mmol) were combined in methanol (50 mL) and H2O (20 mL) then warmed to reflux for 18 hours. The reaction was cooled, concentrated, treated with H2O and extracted with CH2Cl2 (3×50 mL) then dried through a cotton plug. After concentration, the residue was chromatographed to provide brown solids. (1.9 g, 71%). (TLC 5% methanol/CH2Cl2 (NH3) Rf 0.36). 1H NMR (400... Starting materials: CCn1nccc1N, O=C(Cl)OCC(Cl)(Cl)Cl, C1CCOC1, O, c1ccncc1. Yields the product CCn1nccc1NC(=O)OCC(Cl)(Cl)Cl. As a reaction SMILES: [CH2:1]([CH3:2])[n:3]1[n:4][cH:5][cH:6][c:7]1[NH2:8].[Cl:15][C:16](=[O:17])[O:18][CH2:19][C:20]([Cl:21])([Cl:22])[Cl:23].[O:25]1[CH2:26][CH2:27][CH2:28][CH2:29]1.[OH2:24].[cH:9]1[cH:10][cH:11][n:12][cH:13][cH:14]1>>[CH2:1]([CH3:2])[n:3]1[n:4][cH:5][cH:6][c:7]1[NH:8][C:16](=[O:17])[O:18][CH2:19][C:20]([Cl:21])([Cl:22])[Cl:23]. The reactants are C(C)(=O)[O-].[Na+] (sodium acetate), Cl.NO (hydroxylamine hydrochloride), CC1=C(N=C(N1)C=1C=NC=CC1)C(C)=O (1-[5-Methyl-2-(3-pyridinyl)-1H-imidazol-4-yl]ethanone). Solvent: O (water). Yields the product CC1=C(N=C(N1)C=1C=NC=CC1)C(C)=NO (1-[5-Methyl-2-(3-pyridinyl)-1H-imidazol-4-yl]-ethanone oxime). RXN SMILES: [CH3:1][C:2]1[NH:6][C:5]([C:7]2[CH:8]=[N:9][CH:10]=[CH:11][CH:12]=2)=[N:4][C:3]=1[C:13](=O)[CH3:14].C([O-])(=O)C.[Na+].Cl.[NH2:22][OH:23]>O>[CH3:1][C:2]1[NH:6][C:5]([C:7]2[CH:8]=[N:9][CH:10]=[CH:11][CH:12]=2)=[N:4][C:3]=1[C:13](=[N:22][OH:23])[CH3:14] |f:1.2,3.4|. Procedure: To a 20.0 g (0.0995 mole) amount of 1-[5-methyl-2-(3-pyridinyl)-1H-imidazol-4-yl]ethanone (prepared as described in Example 1) dissolved in 500 ml of boiling water were added 15.0 g (0.183 mole) of sodium acetate and 10.0 g (0.144 mole) of hydroxylamine hydrochloride. The mixture was stirred and heated for 4 hours, then cooled to room temperature. The resulting precipitate was collected by filtration and when dried at 140°-160° C. for 24 hours gave 20.3 g of the desired product as a white solid,... The reactants are C(C)(=O)OC(C)=O (acetic anhydride), C(O)([O-])=O.[Na+] (sodium hydrogencarbonate), ClCCl (dichloromethane), C1N[C@@H](CC2CCCCC12)C(=O)O (decahydroisoquinoline-3(S)-carboxylic acid). Run in O (water). Conditions: time 22 hour. The product is C(C)(=O)N1C[C@@H]2CCCC[C@@H]2C[C@H]1C(=O)O (2-Acetyl-decahydro-(4aR,8aR)-isoquinoline-3(S)-carboxylic acid). The yield is 33.4%. As a reaction SMILES: [CH2:1]1[CH:10]2[CH:5]([CH2:6][CH2:7][CH2:8][CH2:9]2)[CH2:4][C@@H:3]([C:11]([OH:13])=[O:12])[NH:2]1.C(=O)([O-])O.[Na+].ClCCl.[C:22](OC(=O)C)(=[O:24])[CH3:23]>O>[C:22]([N:2]1[C@H:3]([C:11]([OH:13])=[O:12])[CH2:4][C@@H:5]2[C@@H:10]([CH2:9][CH2:8][CH2:7][CH2:6]2)[CH2:1]1)(=[O:24])[CH3:23] |f:1.2|. Procedure: A mixture comprising (4aR,8aS) isomer, (4aR,8aR) isomer and trans isomer of decahydroisoquinoline-3(S)-carboxylic acid was dissolved in 72 ml of water, followed by the addition of 60.9 g (725 mmol) of sodium hydrogencarbonate and 72 ml of dichloromethane at room temperature. Thereafter, 27.4 ml (290 mmol) of acetic anhydride was slowly dropwise added thereto, followed by stirring for 22 hours. Insolubles were separated by filtration. After 6N hydrochloric acid was poured thereinto to adjust to p... The reactants are Cl (HCl), C(C)(C)(C)N[SiH](NC(C)(C)C)NC(C)(C)C (tris(tert-butylamino)silane), C(C)(C)(C)N[SiH2]N(C(C)(C)C)[SiH2]NC(C)(C)C (bis{[(tert-butyl)amino]silamethyl}(tert-butyl)amine). Product: C(C)(C)(C)N[SiH2]NC(C)(C)C (Bis(tertiary-butylamino)silane). Reaction SMILES: Cl.[C:2]([NH:6][SiH:7](NC(C)(C)C)[NH:8][C:9]([CH3:12])([CH3:11])[CH3:10])([CH3:5])([CH3:4])[CH3:3].C(N[SiH2]N([SiH2]NC(C)(C)C)C(C)(C)C)(C)(C)C>>[C:9]([NH:8][SiH2:7][NH:6][C:2]([CH3:5])([CH3:4])[CH3:3])([CH3:12])([CH3:11])[CH3:10]. Procedure: The product of the reaction was a BTBAS-containing crude liquid having a TBA.HCl salt contained therein. The liquid was analyzed by GC analysis and found to contain the following: 91.90% TBA, 7.34% BTBAS, 0.13% 3-aza-2,2,8,8-tetramethyl-5-oxa-4,6-disilanane, 0.012% tris(tert-butylamino)silane, 0.028% bis{[(tert-butyl)amino]silamethyl}(tert-butyl)amine, and 0.064% other impurities present in minor amounts. The reactants are Cl.N1CCC2(CC1)C=CC1=CC=CC=C12 (spiro(1H-indene-1,4'-piperidine) hydrochloride). Solvent: C([O-])(O)=O.[Na+] (sodium bicarbonate). Yields the product N1CCC2(CC1)C=CC1=CC=CC=C12 (Spiro(1H-indene-1,4'-piperidine)). Reaction SMILES: Cl.[NH:2]1[CH2:7][CH2:6][C:5]2([C:15]3[C:10](=[CH:11][CH:12]=[CH:13][CH:14]=3)[CH:9]=[CH:8]2)[CH2:4][CH2:3]1>C(=O)(O)[O-].[Na+]>[NH:2]1[CH2:7][CH2:6][C:5]2([C:15]3[C:10](=[CH:11][CH:12]=[CH:13][CH:14]=3)[CH:9]=[CH:8]2)[CH2:4][CH2:3]1 |f:0.1,2.3|. Procedure details: 1'-(t-Butyloxycarbonyl)spiro(indene-1,4'-piperidine) (16 g, 56 mmole) in ethyl acetate (250 ml) was stirred in an ice bath and saturated with HCl(g) for 30 min. The mixture was evaporated to dryness. Ethyl acetate was added and removed in vacuo three times, and the residue was triturated with diethyl ether and filtered to provide spiro(1H-indene-1,4'-piperidine) hydrochloride. The free base was obtained by slurrying the hydrochloride in aqueous sodium bicarbonate solution and extracting with CH2... Reactants: BrC=1C=CC2=C(C=3N(CCO2)C(=C(N3)C(=O)N)C(=O)NC)C1 (10-bromo-N3-methyl-5,6-dihydrobenzo[f]imidazo[1,2-d][1,4]oxazepine-2,3-dicarboxamide), C(#C)C1(CCCCC1)O (1-ethynylcyclohexanol). The product is OC1(CCCCC1)C#CC=1C=CC2=C(C=3N(CCO2)C(=C(N3)C(=O)N)C(=O)NC)C1 (10-((1-hydroxycyclohexyl)ethynyl)-N3-methyl-5,6-dihydrobenzo[f]imidazo[1,2-d][1,4]oxazepine-2,3-dicarboxamide). RXN SMILES: Br[C:2]1[CH:3]=[CH:4][C:5]2[O:11][CH2:10][CH2:9][N:8]3[C:12]([C:18]([NH:20][CH3:21])=[O:19])=[C:13]([C:15]([NH2:17])=[O:16])[N:14]=[C:7]3[C:6]=2[CH:22]=1.[C:23]([C:25]1([OH:31])[CH2:30][CH2:29][CH2:28][CH2:27][CH2:26]1)#[CH:24]>>[OH:31][C:25]1([C:23]#[C:24][C:2]2[CH:3]=[CH:4][C:5]3[O:11][CH2:10][CH2:9][N:8]4[C:12]([C:18]([NH:20][CH3:21])=[O:19])=[C:13]([C:15]([NH2:17])=[O:16])[N:14]=[C:7]4[C:6]=3[CH:22]=2)[CH2:30][CH2:29][CH2:28][CH2:27][CH2:26]1. Reported procedure: Similar to as described in General Procedure E, reaction of 10-bromo-N3-methyl-5,6-dihydrobenzo[f]imidazo[1,2-d][1,4]oxazepine-2,3-dicarboxamide with 1-ethynylcyclohexanol gave the titled compound. M+H=409.2. Starting materials: NC1=C(C=C(C=C1)C(C(=O)O)C)O (2-(4-Amino-3-hydroxy-phenyl)-propionic acid), BrC#N (BrCN), [OH-].[Na+] (NaOH). The solvent is O (H2O). Conditions: time 40 hour. Product: NC=1OC2=C(N1)C=CC(=C2)C(C(=O)O)C (2-(2-Amino-benzooxazol-6-yl)-propionic acid). Reaction SMILES: [NH2:1][C:2]1[CH:7]=[CH:6][C:5]([CH:8]([CH3:12])[C:9]([OH:11])=[O:10])=[CH:4][C:3]=1[OH:13].Br[C:15]#[N:16].[OH-].[Na+]>O>[NH2:16][C:15]1[O:13][C:3]2[CH:4]=[C:5]([CH:8]([CH3:12])[C:9]([OH:11])=[O:10])[CH:6]=[CH:7][C:2]=2[N:1]=1 |f:2.3|. Procedure details: To a stirred solution of 2-(4-Amino-3-hydroxy-phenyl)-propionic acid (1.02 g) in H2O was added BrCN (648 mg) at room temperature. After stirred for 40 h at room temperature, the reaction mixture was neutralized with 30% aq. NaOH to pH 6˜7 and then stirred for 1 hour. The solid was filtered, washed with water and dried under reduced vacuum to afford the product as yellow solid. (760 mg, 65.5%)